This data is from the Open Reaction Database (ORD), a public repository of structured organic reaction records. The task is: describe an organic reaction: reactants, conditions, products, and yield The reactants are [H-].[Na+] (sodium hydride), OC(C=C(CCC=C(C)C)C)C (8-Hydroxy-2,6-dimethyl-nona-2,6-diene), C(C)Br (Ethyl bromide). Run in C1CCOC1 (THF). Run at temperature 60 celsius, time 1 hour. Yields the product C(C)OC(C=C(CCC=C(C)C)C)C (8-ethoxy-2,6-dimethyl-nona-2,6-dien). Reaction SMILES: [H-].[Na+].[OH:3][CH:4]([CH3:14])[CH:5]=[C:6]([CH3:13])[CH2:7][CH2:8][CH:9]=[C:10]([CH3:12])[CH3:11].[CH2:15](Br)[CH3:16]>C1COCC1>[CH2:15]([O:3][CH:4]([CH3:14])[CH:5]=[C:6]([CH3:13])[CH2:7][CH2:8][CH:9]=[C:10]([CH3:12])[CH3:11])[CH3:16] |f:0.1|. Reported procedure: THF (500 mL) and sodium hydride (60%, 52 g, 1.3 mol) were charged to a flame dried 2 L reaction flask equipped with a thermometer, a mechanical stirrer, a condenser, and an addition funnel. 8-Hydroxy-2,6-dimethyl-nona-2,6-diene (obtained as detailed above) was added dropwise while allowing the temperature to rise no higher than 50° C. After the addition was completed, the reaction mixture was aged for 1 hour. Ethyl bromide (142 g, 1.3 mol.) was added dropwise for over 2 hours. The reaction mixtu... Starting materials: C(C)(=O)OC=1C=C(C(=O)O)C=C(C1OC(C)=O)OC(C)=O (3,4,5-triacetoxybenzoic acid), S(=O)(Cl)Cl (thionyl chloride). Solvent: ClCCCl (1,2-dichloroethane). The product is C(C)(=O)OC=1C=C(C(=O)Cl)C=C(C1OC(C)=O)OC(C)=O (3,4,5-Triacetoxybenzoic Acid Chloride). Yield: 100.7%. As a reaction SMILES: [C:1]([O:4][C:5]1[CH:6]=[C:7]([CH:11]=[C:12]([O:18][C:19](=[O:21])[CH3:20])[C:13]=1[O:14][C:15](=[O:17])[CH3:16])[C:8](O)=[O:9])(=[O:3])[CH3:2].S(Cl)([Cl:24])=O>ClCCCl>[C:1]([O:4][C:5]1[CH:6]=[C:7]([CH:11]=[C:12]([O:18][C:19](=[O:21])[CH3:20])[C:13]=1[O:14][C:15](=[O:17])[CH3:16])[C:8]([Cl:24])=[O:9])(=[O:3])[CH3:2]. Procedure: In 100 ml of 1,2-dichloroethane, 57 g (0.19M) of 3,4,5-triacetoxybenzoic acid and 34 g (0.29M) of thionyl chloride were reacted at 60° C. for 2 hours. The excess thionyl chloride and 1,2-dichloroethane were distilled off under reduced pressure. Thus, 61 g of the desired compound was obtained. The reactants are OC=1C=CC=C2C=CC=NC12 (8-hydroxyquinoline), N(=O)O (nitrous acid). The product is N(=O)C1=C2C=CC=NC2=C(C=C1)O (5-nitroso-8-hydroxyquinoline). Reaction SMILES: [OH:1][C:2]1[CH:3]=[CH:4][CH:5]=[C:6]2[C:11]=1[N:10]=[CH:9][CH:8]=[CH:7]2.[N:12](O)=[O:13]>>[N:12]([C:5]1[CH:4]=[CH:3][C:2]([OH:1])=[C:11]2[C:6]=1[CH:7]=[CH:8][CH:9]=[N:10]2)=[O:13]. Procedure: The 8-hydroxyquinoline is reacted with nitrous acid to form 5-nitroso-8-hydroxyquinoline. The nitrous acid is generated in situ by the action of mineral acid, such as hydrochloric, sulfuric, and the like, on sodium nitrite usually under cold temperature conditions. Reactants: C1(=CC=CC2=CC=CC=C12)CC(=O)O (1-naphthyl acetic acid), CCOC1C=CC2=CC=CC=C2N1C(=O)OCC (EEDQ), NC(C)(C)C(O)C1=CC=CC=C1 (α-(1-amino-1-methylethyl)benzenemethanol). Run in O1CCCC1 (tetrahydrofuran). Run at temperature 65 celsius, time 20 hour. Yields the product OC(C(C)(C)NC(CC1=CC=CC2=CC=CC=C12)=O)C1=CC=CC=C1 (N-(2-hydroxy-1,1-dimethyl-2-phenylethyl)-1-naphthaleneacetamide). Yield: 77.0%. As a reaction SMILES: [C:1]1([CH2:11][C:12]([OH:14])=O)[C:10]2[C:5](=[CH:6][CH:7]=[CH:8][CH:9]=2)[CH:4]=[CH:3][CH:2]=1.CCOC1N(C(OCC)=O)C2C(=CC=CC=2)C=C1.[NH2:33][C:34]([CH:37]([C:39]1[CH:44]=[CH:43][CH:42]=[CH:41][CH:40]=1)[OH:38])([CH3:36])[CH3:35]>O1CCCC1>[OH:38][CH:37]([C:39]1[CH:44]=[CH:43][CH:42]=[CH:41][CH:40]=1)[C:34]([NH:33][C:12](=[O:14])[CH2:11][C:1]1[C:10]2[C:5](=[CH:6][CH:7]=[CH:8][CH:9]=2)[CH:4]=[CH:3][CH:2]=1)([CH3:36])[CH3:35]. Reported procedure: A solution of 74.5 g. (0.4 mole) of 1-naphthyl acetic acid, 111.0 g. (0.45 mole) of EEDQ and 66.0 g. (0.4 mole) of α-(1-amino-1-methylethyl)benzenemethanol in 1 l. tetrahydrofuran is stirred and heated for 2 hours at 65° C. and then allowed to stand for 20 hours at room temperature. THF is evaporated in vacuo, and the residue is taken up with ice and 10% aqueous H2SO4 solution to pH 2. The resulting amide is extracted twice with 750 ml. ethyl acetate. The combined organic extracts are washed wit... Reactants: CCOC(=O)C(C)Cc1ccc(-c2cccc(CN(C)C(=O)c3ccccc3)c2)cc1, C1CCOC1, CO, Cl, [Na+], [OH-], O. Yields the product CC(Cc1ccc(-c2cccc(CN(C)C(=O)c3ccccc3)c2)cc1)C(=O)O. RXN SMILES: [C:1]([c:2]1[cH:3][cH:4][cH:5][cH:6][cH:7]1)(=[O:8])[N:9]([CH3:10])[CH2:11][c:12]1[cH:13][c:14](-[c:18]2[cH:19][cH:20][c:21]([CH2:24][CH:25]([C:26](=[O:27])[O:28][CH2:29][CH3:30])[CH3:31])[cH:22][cH:23]2)[cH:15][cH:16][cH:17]1.[CH2:34]1[O:35][CH2:36][CH2:37][CH2:38]1.[CH3:41][OH:42].[ClH:39].[Na+:33].[OH-:32].[OH2:40]>>[C:1]([c:2]1[cH:3][cH:4][cH:5][cH:6][cH:7]1)(=[O:8])[N:9]([CH3:10])[CH2:11][c:12]1[cH:13][c:14](-[c:18]2[cH:19][cH:20][c:21]([CH2:24][CH:25]([C:26](=[O:27])[OH:28])[CH3:31])[cH:22][cH:23]2)[cH:15][cH:16][cH:17]1. Yield: 60.9%. Reactants: C1(=CC=CC=C1)NC(=O)C1=NC=CC(=C1)N1CC(CC1)=O (4-(3-oxopyrrolidin-1-yl)-pyridine-2-carboxylic acid phenylamide), COC(N(C)C)OC (dimethylformamide dimethylacetal). Reported procedure: A suspension of 4-(3-oxopyrrolidin-1-yl)-pyridine-2-carboxylic acid phenylamide (130 mg, 0.46 mmol) and dimethylformamide dimethylacetal (0.12 mL, 0.90 mmol) in 1,4-dioxane (2 ml) was heated under nitrogen at 100° C. for 4.5 h. The solvent was removed in vacuo and the residue was purified by chromatography on silica gel (25 g) eluted with dichloromethane:methanol 19:1 and gave the title compound (95 mg, 0.28 mmol, yield 61%). Run at temperature 100 celsius. RXN SMILES: [C:1]1([NH:7][C:8]([C:10]2[CH:15]=[C:14]([N:16]3[CH2:20][CH2:19][C:18](=[O:21])[CH2:17]3)[CH:13]=[CH:12][N:11]=2)=[O:9])[CH:6]=[CH:5][CH:4]=[CH:3][CH:2]=1.CO[CH:24](OC)[N:25]([CH3:27])[CH3:26]>O1CCOCC1>[C:1]1([NH:7][C:8]([C:10]2[CH:15]=[C:14]([N:16]3[CH2:17][C:18](=[O:21])[C:19](=[CH:24][N:25]([CH3:27])[CH3:26])[CH2:20]3)[CH:13]=[CH:12][N:11]=2)=[O:9])[CH:2]=[CH:3][CH:4]=[CH:5][CH:6]=1. The product is C1(=CC=CC=C1)NC(=O)C1=NC=CC(=C1)N1CC(C(C1)=O)=CN(C)C (4-(3-((Dimethylamino)methylene)-4-oxopyrrolidin-1-yl)-pyridine-2-carboxylic acid phenylamide). The solvent is O1CCOCC1 (1,4-dioxane). The reactants are CONC(C)=O, CCOCC, Fc1ccc(CBr)c(Cl)c1, [K+], C1CCOC1, C1COCCOCCOCCOCCOCCO1, [OH-]. The product is CON(Cc1ccc(F)cc1Cl)C(C)=O. RXN SMILES: [CH3:1][O:2][NH:3][C:4]([CH3:5])=[O:6].[CH3:42][CH2:43][O:44][CH2:45][CH3:46].[F:27][c:28]1[cH:29][c:30]([Cl:36])[c:31]([CH2:32][Br:33])[cH:34][cH:35]1.[K+:8].[O:37]1[CH2:38][CH2:39][CH2:40][CH2:41]1.[O:9]1[CH2:10][CH2:11][O:12][CH2:13][CH2:14][O:15][CH2:16][CH2:17][O:18][CH2:19][CH2:20][O:21][CH2:22][CH2:23][O:24][CH2:25][CH2:26]1.[OH-:7]>>[CH3:1][O:2][N:3]([C:4]([CH3:5])=[O:6])[CH2:32][c:31]1[c:30]([Cl:36])[cH:29][c:28]([F:27])[cH:35][cH:34]1. Reaction SMILES: Cl[C:2]1[CH:7]=[CH:6][N:5]=[C:4]2[C:8](=[C:18]3[CH2:23][CH2:22][N:21]([C:24]([NH:26][C:27]4[CH:28]=[N:29][CH:30]=[CH:31][CH:32]=4)=[O:25])[CH2:20][CH2:19]3)[C:9]3[CH:16]=[CH:15][C:14]([Cl:17])=[CH:13][C:10]=3[CH2:11][CH2:12][C:3]=12.[CH:33]1[CH:34]=[CH:35][C:36]2[N:41]([OH:42])[N:40]=[N:39][C:37]=2[CH:38]=1.[H-].[Na+]>CN(C=O)C>[N:41]1([O:42][C:2]2[CH:7]=[CH:6][N:5]=[C:4]3[C:8](=[C:18]4[CH2:23][CH2:22][N:21]([C:24]([NH:26][C:27]5[CH:28]=[N:29][CH:30]=[CH:31][CH:32]=5)=[O:25])[CH2:20][CH2:19]4)[C:9]4[CH:16]=[CH:15][C:14]([Cl:17])=[CH:13][C:10]=4[CH2:11][CH2:12][C:3]=23)[C:36]2[CH:35]=[CH:34][CH:33]=[CH:38][C:37]=2[N:39]=[N:40]1 |f:2.3|. Reactants: ClC1=C2C(=NC=C1)C(C1=C(CC2)C=C(C=C1)Cl)=C1CCN(CC1)C(=O)NC=1C=NC=CC1 (4-(4,8-DICHLORO-5,6-DIHYDRO-11H-BENZO[5,6]CYCLOHEPTA[1,2-b]PYRIDIN-11-YLIDENE)-N-(3-PYRIDYL)-1-PIPERIDINECARBOXAMIDE), C=1C=CC2=C(C1)N=NN2O (HOBT), [H-].[Na+] (sodium hydride). Procedure: To a solution of the title compound from Example 261 (1.0 grams) in dry DMF (60 mL) was added HOBT (1.4 grams), sodium hydride (0.2 grams, 60% in mineral oil) and distilled water (0.5 mL). The solution was stirred at 25° C. under nitrogen while being irradiated with a 200 Watt lamp for 20 hours. The reaction mixture was concentrated in vacuo, diluted with CH2Cl2 and saturated aqueous sodium bicarbonate and after two hours, the organic phase was separated, dried over MgSO4 and concentrated. Purif... Reaction conditions: temperature 25 celsius. Product: N1(N=NC2=C1C=CC=C2)OC2=C1C(=NC=C2)C(C2=C(CC1)C=C(C=C2)Cl)=C2CCN(CC2)C(=O)NC=2C=NC=CC2 (4-[4-[(1H-BENZOTRIAZOL-1-YL)OXY]-8-CHLORO-5,6-DIHYDRO-11H-BENZO[5,6]CYCLOHEPTA[1,2-b]PYRIDIN-11-YLIDENE]-N-(3-PYRIDYL)-1-PIPERIDINECARBOXAMIDE). The solvent is CN(C)C=O (DMF). Yield: 90.8%. Reactants: N1(CCOCC1)C(N)=S (4-morpholinethiocarboxamide), IC (iodomethane), C(C)O (ethanol). The solvent is CCOCC (ether). Run at time 48 hour. Product: I.N1(CCOCC1)C(=N)SC (methyl 4-morpholinethiocarboximidate hydroiodide). Reaction SMILES: [N:1]1([C:7](=[S:9])[NH2:8])[CH2:6][CH2:5][O:4][CH2:3][CH2:2]1.[I:10]C.[CH2:12](O)C>CCOCC>[IH:10].[N:1]1([C:7]([S:9][CH3:12])=[NH:8])[CH2:6][CH2:5][O:4][CH2:3][CH2:2]1 |f:4.5|. Procedure: A solution of 4.65 g. of 4-morpholinethiocarboxamide [W. G. Finnegan, et al., J. Org. Chem. 18, 779 (1952)] and 4.54 g. of iodomethane in 50 ml. of ethanol is allowed to stand 48 hours at room temperature, then diluted with 250 ml. of ether to give a colorless crystalline precipitate of methyl 4-morpholinethiocarboximidate hydroiodide. A solution of 5.76 g. of this product and 1.1 g. of hydrazine hydrate in ethanol is heated under reflux for about 2 hours and then treated with 2.1 g. of 9,10-ant... The reactants are CCOC(=O)CBr, O=C([O-])[O-], CN(C)C=O, [K+], [K+], O, COCOCCc1ccc(O)c(C#N)c1. Product: CCOC(=O)COc1ccc(CCOCOC)cc1C#N. As a reaction SMILES: [Br:22][CH2:23][C:24](=[O:25])[O:26][CH2:27][CH3:28].[C:16](=[O:17])([O-:18])[O-:19].[CH3:30][N:31]([CH3:32])[CH:33]=[O:34].[K+:20].[K+:21].[OH2:29].[OH:1][c:2]1[c:3]([C:4]#[N:5])[cH:6][c:7]([CH2:10][CH2:11][O:12][CH2:13][O:14][CH3:15])[cH:8][cH:9]1>>[O:1]([c:2]1[c:3]([C:4]#[N:5])[cH:6][c:7]([CH2:10][CH2:11][O:12][CH2:13][O:14][CH3:15])[cH:8][cH:9]1)[CH2:23][C:24](=[O:25])[O:26][CH2:27][CH3:28].